This data is from the Open Reaction Database (ORD), a public repository of structured organic reaction records. The task is: describe an organic reaction: reactants, conditions, products, and yield As a reaction SMILES: [C:43](=[O:44])([O-:45])[OH:46].[C:8]([CH3:9])([CH3:10])([CH3:11])[O:12][C:13](=[O:14])[c:15]1[n:16]([CH2:24][CH:25]([CH2:26][O:27][c:28]2[cH:29][cH:30][c:31]([CH2:34][CH2:35][CH2:36][CH2:37][CH2:38][CH2:39][CH2:40][CH3:41])[cH:32][cH:33]2)[OH:42])[c:17]2[cH:18][cH:19][cH:20][cH:21][c:22]2[cH:23]1.[CH3:1][C:2]([O:3][C:4](=[O:5])[CH3:6])=[O:7].[CH3:50][S:51]([CH3:52])=[O:53].[Cl-:48].[Na+:47].[Na+:49]>>[C:8]([CH3:9])([CH3:10])([CH3:11])[O:12][C:13](=[O:14])[c:15]1[n:16]([CH2:24][C:25]([CH2:26][O:27][c:28]2[cH:29][cH:30][c:31]([CH2:34][CH2:35][CH2:36][CH2:37][CH2:38][CH2:39][CH2:40][CH3:41])[cH:32][cH:33]2)=[O:42])[c:17]2[cH:18][cH:19][cH:20][cH:21][c:22]2[cH:23]1. The product is CCCCCCCCc1ccc(OCC(=O)Cn2c(C(=O)OC(C)(C)C)cc3ccccc32)cc1. Reactants: O=C([O-])O, CCCCCCCCc1ccc(OCC(O)Cn2c(C(=O)OC(C)(C)C)cc3ccccc32)cc1, CC(=O)OC(C)=O, CS(C)=O, [Cl-], [Na+], [Na+]. The solvent is C(C)O (ethanol). Yield: 29.7%. Reactants: S1C=C(C=2C=NC=CC21)C=O (thieno[3,2-c]pyridine-3-carboxaldehyde), C(CC(=O)C)(=O)OC(C)C (isopropyl acetoacetate), N\C(=C/C(=O)OCC)\C (ethyl 3-aminocrotonate). Reported procedure: A solution of 1 g of thieno[3,2-c]pyridine-3-carboxaldehyde, 1.08 g of isopropyl acetoacetate, and 0.9 g of ethyl 3-aminocrotonate in 4 ml of ethanol was heated to reflux for approximately 18 hours. Upon cooling, a solid formed which was recovered by filtration providing 0.73 g of the desired title product, m.p. 212°-215° C. RXN SMILES: [S:1]1[C:9]2[CH:8]=[CH:7][N:6]=[CH:5][C:4]=2[C:3]([CH:10]=O)=[CH:2]1.[C:12]([O:18][CH:19]([CH3:21])[CH3:20])(=[O:17])[CH2:13][C:14]([CH3:16])=O.[NH2:22]/[C:23](/[CH3:30])=[CH:24]\[C:25]([O:27][CH2:28][CH3:29])=[O:26]>C(O)C>[CH3:30][C:23]1[NH:22][C:14]([CH3:16])=[C:13]([C:12]([O:18][CH:19]([CH3:21])[CH3:20])=[O:17])[CH:10]([C:3]2[C:4]3[CH:5]=[N:6][CH:7]=[CH:8][C:9]=3[S:1][CH:2]=2)[C:24]=1[C:25]([O:27][CH2:28][CH3:29])=[O:26]. Product: CC=1NC(=C(C(C1C(=O)OCC)C1=CSC2=C1C=NC=C2)C(=O)OC(C)C)C (1,4-Dihydro-2,6-dimethyl-4-thieno[3,2-c]pyridin-3-yl-3,5-pyridinedicarboxylic acid, 3-ethyl 5-isopropyl ester). Starting materials: NC1=CC=C(C(=O)O)C=C1 (4-aminobenzoic acid), Cl (hydrochloric acid), BrCCCCCCCCCCCCCCCC(=O)OC (methyl 16-bromohexadecanoate), C([O-])([O-])=O.[Na+].[Na+] (sodium carbonate). Solvent: CN(P(=O)(N(C)C)N(C)C)C (hexamethylphosphoramide). Yields the product C(=O)(OC)CCCCCCCCCCCCCCCNC1=CC=C(C(=O)O)C=C1 (4-(15-carbomethoxypentadecylamino)benzoic acid). As a reaction SMILES: [NH2:1][C:2]1[CH:10]=[CH:9][C:5]([C:6]([OH:8])=[O:7])=[CH:4][CH:3]=1.Br[CH2:12][CH2:13][CH2:14][CH2:15][CH2:16][CH2:17][CH2:18][CH2:19][CH2:20][CH2:21][CH2:22][CH2:23][CH2:24][CH2:25][CH2:26][C:27]([O:29][CH3:30])=[O:28].C(=O)([O-])[O-].[Na+].[Na+].Cl>CN(C)P(N(C)C)(N(C)C)=O>[C:27]([CH2:26][CH2:25][CH2:24][CH2:23][CH2:22][CH2:21][CH2:20][CH2:19][CH2:18][CH2:17][CH2:16][CH2:15][CH2:14][CH2:13][CH2:12][NH:1][C:2]1[CH:10]=[CH:9][C:5]([C:6]([OH:8])=[O:7])=[CH:4][CH:3]=1)([O:29][CH3:30])=[O:28] |f:2.3.4|. Reported procedure: A mixture of 1.37 g. of 4-aminobenzoic acid, 3.50 g. of methyl 16-bromohexadecanoate, 2.12 g. of sodium carbonate and 140 ml. of hexamethylphosphoramide is stirred at 120° C. for 18 hours, allowed to cool, and poured into dilute hydrochloric acid. The precipitate is collected by filtration, dried, and crystallized from acetonitrile to yield 4-(15-carbomethoxypentadecylamino)benzoic acid as a white solid. Yields the product CCn1ncc2c(NCc3ccccc3)c3ccc(O)cc3nc21. Reaction SMILES: [CH2:1]([CH3:2])[n:3]1[n:4][cH:5][c:6]2[c:7]1[n:8][c:9]1[cH:10][c:11]([O:24][CH3:25])[cH:12][cH:13][c:14]1[c:15]2[NH:16][CH2:17][c:18]1[cH:19][cH:20][cH:21][cH:22][cH:23]1.[ClH:29].[H-:27].[Na+:26].[O:30]=[CH:31][N:32]([CH3:33])[CH3:34].[OH2:28]>>[CH2:1]([CH3:2])[n:3]1[n:4][cH:5][c:6]2[c:7]1[n:8][c:9]1[cH:10][c:11]([OH:24])[cH:12][cH:13][c:14]1[c:15]2[NH:16][CH2:17][c:18]1[cH:19][cH:20][cH:21][cH:22][cH:23]1. Reactants: CCn1ncc2c(NCc3ccccc3)c3ccc(OC)cc3nc21, Cl, [H-], [Na+], CN(C)C=O, O. The reactants are C(C)OC(=O)CCN1CC2=CC(=CC=C2CC1)[N+](=O)[O-] (2-(2-(ethoxycarbonyl)ethyl)-7-nitro-1,2,3,4-tetrahydroisoquinoline). Reagents/catalysts: [C].[Pd] (palladium-carbon). The solvent is C(C)O (ethanol), [H][H] (hydrogen). The product is NC1=CC=C2CCN(CC2=C1)CCC(=O)OCC (7-amino-2-(2-(ethoxycarbonyl)ethyl)-1,2,3,4-tetrahydroisoquinoline). Isolated yield 89.7%. Reaction SMILES: [CH2:1]([O:3][C:4]([CH2:6][CH2:7][N:8]1[CH2:17][CH2:16][C:15]2[C:10](=[CH:11][C:12]([N+:18]([O-])=O)=[CH:13][CH:14]=2)[CH2:9]1)=[O:5])[CH3:2]>C(O)C.[H][H].[C].[Pd]>[NH2:18][C:12]1[CH:11]=[C:10]2[C:15]([CH2:16][CH2:17][N:8]([CH2:7][CH2:6][C:4]([O:3][CH2:1][CH3:2])=[O:5])[CH2:9]2)=[CH:14][CH:13]=1 |f:3.4|. Procedure details: 1.1 g of 2-(2-(ethoxycarbonyl)ethyl)-7-nitro-1,2,3,4-tetrahydroisoquinoline was dissolved in 20 ml of ethanol, and a catalytic amount of 10% palladium-carbon was added to the solution. The solution was stirred overnight in hydrogen atmosphere. The catalyst was separated by filtration and the solvent was distilled off under reduced pressure to obtain 0.88 g of 7-amino-2-(2-(ethoxycarbonyl)ethyl)-1,2,3,4-tetrahydroisoquinoline, which was an oily product. This product with no further purification w... The reactants are CC(=O)O, CC(C)=Cc1c(C)cccc1C(=O)NC1(C(=O)O)Cc2cc(F)c(F)cc2C1. Product: Cc1cccc(C(=O)NC2(C(=O)O)Cc3cc(F)c(F)cc3C2)c1CC(C)C. Reaction SMILES: [CH3:29][C:30](=[O:31])[OH:32].[F:1][c:2]1[cH:3][c:4]2[c:8]([cH:9][c:10]1[F:11])[CH2:7][C:6]([C:12](=[O:13])[OH:14])([NH:15][C:16]([c:17]1[c:18]([CH:24]=[C:25]([CH3:26])[CH3:27])[c:19]([CH3:23])[cH:20][cH:21][cH:22]1)=[O:28])[CH2:5]2>>[F:1][c:2]1[cH:3][c:4]2[c:8]([cH:9][c:10]1[F:11])[CH2:7][C:6]([C:12](=[O:13])[OH:14])([NH:15][C:16]([c:17]1[c:18]([CH2:24][CH:25]([CH3:26])[CH3:27])[c:19]([CH3:23])[cH:20][cH:21][cH:22]1)=[O:28])[CH2:5]2. Starting materials: C(CCCC)ON=C(C(=O)OCC)C(C)=O (Ethyl 2-pentyloxyimino-3-oxobutyrate), S(=O)(=O)(Cl)Cl (sulfuryl chloride). Run in C(C)(=O)O (acetic acid). Yields the product C(CCCC)ON=C(C(=O)OCC)C(CCl)=O (ethyl 2-pentyloxyimino-4-chloro-3-oxobutyrate). Reaction SMILES: [CH2:1]([O:6][N:7]=[C:8]([C:14](=[O:16])[CH3:15])[C:9]([O:11][CH2:12][CH3:13])=[O:10])[CH2:2][CH2:3][CH2:4][CH3:5].S(Cl)([Cl:20])(=O)=O>C(O)(=O)C>[CH2:1]([O:6][N:7]=[C:8]([C:14](=[O:16])[CH2:15][Cl:20])[C:9]([O:11][CH2:12][CH3:13])=[O:10])[CH2:2][CH2:3][CH2:4][CH3:5]. Reported procedure: Ethyl 2-pentyloxyimino-3-oxobutyrate (syn isomer, 57.5 g.), acetic acid (58.5 ml.) and sulfuryl chloride (20.9 ml.) were treated in a similar manner to that of Example F-(2) to give ethyl 2-pentyloxyimino-4-chloro-3-oxobutyrate (syn isomer, 51.1 g.), oil. The reactants are C(#CC(=O)OCC)C(=O)OCC (diethyl acetylenedicarboxylate), C(#N)C1(CCC(CC1)(CO)F)NC(OCC1=CC=CC=C1)=O (benzyl 1-cyano-4-fluoro-4-(hydroxymethyl)cyclohexylcarbamate), Intermediate 33, NO (hydroxylamine). Solvent: CCO (EtOH), CCO (EtOH). Conditions: temperature 80 celsius, time 2 hour. Yields the product C(C1=CC=CC=C1)OC(=O)NC1(CCC(CC1)(CO)F)C(NOC(C(=O)OCC)=CC(=O)OCC)=N (Diethyl 2-(1-(benzyloxycarbonylamino)-4-fluoro-4-(hydroxymethyl)cyclohexanecarboximidamidooxy)but-2-enedioate). The yield is 60.2%. As a reaction SMILES: [C:1]([C:3]1([NH:12][C:13](=[O:22])[O:14][CH2:15][C:16]2[CH:21]=[CH:20][CH:19]=[CH:18][CH:17]=2)[CH2:8][CH2:7][C:6]([F:11])([CH2:9][OH:10])[CH2:5][CH2:4]1)#[N:2].[NH2:23][OH:24].[C:25]([C:32]([O:34][CH2:35][CH3:36])=[O:33])#[C:26][C:27]([O:29][CH2:30][CH3:31])=[O:28]>CCO>[CH2:15]([O:14][C:13]([NH:12][C:3]1([C:1](=[NH:2])[NH:23][O:24][C:25](=[CH:26][C:27]([O:29][CH2:30][CH3:31])=[O:28])[C:32]([O:34][CH2:35][CH3:36])=[O:33])[CH2:8][CH2:7][C:6]([F:11])([CH2:9][OH:10])[CH2:5][CH2:4]1)=[O:22])[C:16]1[CH:17]=[CH:18][CH:19]=[CH:20][CH:21]=1. Reported procedure: A flask was charged with benzyl 1-cyano-4-fluoro-4-(hydroxymethyl)cyclohexylcarbamate, Intermediate 33, (13.0 g, 42.4 mmol), EtOH (100 mL) and aqueous hydroxylamine (26.0 mL, 424 mmol). The reaction was stirred at 80° C. under nitrogen for 2 hours. The mixture was concentrated and the resulting residue diluted with CH2Cl2, washed with brine, dried (MgSO4) and the solvent evaporated to provide a colorless oil. The oil was dissolved in EtOH (100 mL) to which diethyl acetylenedicarboxylate (13.54 m... Reactants: CC(C)c1ccc(-n2cc[nH]c2=O)cc1, CC(O)C1(c2ccc(F)cc2F)CO1, CC(C)c1ccc(-n2ccn(C(C)C3(c4ccc(F)cc4F)CO3)c2=O)cc1. Yields the product CC(C)c1ccc(-n2ccnc2OC(C)C2(c3ccc(F)cc3F)CO2)cc1. As a reaction SMILES: [CH:15]([CH3:16])([CH3:17])[c:18]1[cH:19][cH:20][c:21](-[n:24]2[c:25](=[O:29])[nH:26][cH:27][cH:28]2)[cH:22][cH:23]1.[F:1][c:2]1[c:3]([C:9]2([CH:12]([CH3:13])[OH:14])[O:10][CH2:11]2)[cH:4][cH:5][c:6]([F:8])[cH:7]1.[F:30][c:31]1[cH:32][c:33]([F:34])[cH:35][cH:36][c:37]1[C:38]1([CH:41]([n:42]2[cH:43][cH:44][n:45](-[c:46]3[cH:47][cH:48][c:49]([CH:50]([CH3:51])[CH3:52])[cH:53][cH:54]3)[c:55]2=[O:56])[CH3:57])[O:39][CH2:40]1>>[F:1][c:2]1[c:3]([C:9]2([CH:12]([CH3:13])[O:14][c:25]3[n:24](-[c:21]4[cH:20][cH:19][c:18]([CH:15]([CH3:16])[CH3:17])[cH:23][cH:22]4)[cH:28][cH:27][n:26]3)[O:10][CH2:11]2)[cH:4][cH:5][c:6]([F:8])[cH:7]1. RXN SMILES: Cl.[CH3:2][C:3]1[CH:4]=[C:5]([O:18][S:19]([C:22]2[CH:27]=[CH:26][CH:25]=[CH:24][C:23]=2[S:28]([N:31]([CH2:39][CH2:40][C:41]([O:43]CC)=[O:42])[CH2:32][C:33]2[CH:38]=[CH:37][CH:36]=[CH:35][CH:34]=2)(=[O:30])=[O:29])(=[O:21])=[O:20])[CH:6]=[C:7]([CH:17]=1)[O:8][CH2:9][CH2:10][CH2:11][O:12][NH:13][C:14]([NH2:16])=[NH:15].C(C(=CC1C=CC(O)=CC=1)C(O)=O)#N>>[CH3:2][C:3]1[CH:4]=[C:5]([O:18][S:19]([C:22]2[CH:27]=[CH:26][CH:25]=[CH:24][C:23]=2[S:28]([N:31]([CH2:39][CH2:40][C:41]([OH:43])=[O:42])[CH2:32][C:33]2[CH:38]=[CH:37][CH:36]=[CH:35][CH:34]=2)(=[O:29])=[O:30])(=[O:20])=[O:21])[CH:6]=[C:7]([CH:17]=1)[O:8][CH2:9][CH2:10][CH2:11][O:12][NH:13][C:14]([NH2:16])=[NH:15] |f:0.1|. Isolated yield 97.0%. Reported procedure: The title compound was prepared in 97% yield from 3-[5-methyl-3-(2-(N-(2-ethoxycarbonylethyl)-N-benzylaminosulfonyl)phenylsulfonyloxy)phenoxy]propoxyguanidine hydrochloride as prepared in step b of Example 53, in a manner analogous to Example 27. 1H-NMR (300 MHz, DMSO-d6) δ 8.19 (t, J=7.9 Hz, 2H), 7.99 (t, J=7.7 Hz, 1H), 7.88 (t, J=7.8 Hz, 1H), 7.56 (br s, 4H), 7.34 (m, 5H), 6.74 (s, 1H), 6.54 (s, 1H), 6.51 (s, 1H), 4.63 (s, 2H), 3.97 (t, J=6.2 Hz, 2H), 3.89 (t, J=6.1 Hz, 2H), 3.51 (t, J=7.4 Hz,... Product: CC=1C=C(C=C(OCCCONC(=N)N)C1)OS(=O)(=O)C1=C(C=CC=C1)S(=O)(=O)N(CC1=CC=CC=C1)CCC(=O)O (3-[5-Methyl-3-(2-(N-(2-carboxyethyl)-N-benzylaminosulfonyl)phenylsulfonyloxy) phenoxy]propoxyguanidine). The reactants are Cl.CC=1C=C(C=C(OCCCONC(=N)N)C1)OS(=O)(=O)C1=C(C=CC=C1)S(=O)(=O)N(CC1=CC=CC=C1)CCC(=O)OCC (3-[5-methyl-3-(2-(N-(2-ethoxycarbonylethyl)-N-benzylaminosulfonyl)phenylsulfonyloxy)phenoxy]propoxyguanidine hydrochloride), C(#N)C(C(=O)O)=CC1=CC=C(C=C1)O (α-cyano-4-hydroxycinnamic acid).